This data is from the Open Reaction Database (ORD), a public repository of structured organic reaction records. The task is: describe an organic reaction: reactants, conditions, products, and yield The reactants are CCOC(C)=O, OCCCl, Cc1cc(NCCCn2ccnc2)n2ncc([N+](=O)[O-])c2n1. Yields the product [Cl-], Cc1cc(NCCCn2cc[n+](CCO)c2)n2ncc([N+](=O)[O-])c2n1. As a reaction SMILES: [CH3:27][CH2:28][O:29][C:30](=[O:31])[CH3:32].[OH:23][CH2:24][CH2:25][Cl:26].[n:1]1([CH2:6][CH2:7][CH2:8][NH:9][c:10]2[cH:11][c:12]([CH3:22])[n:13][c:14]3[n:15]2[n:16][cH:17][c:18]3[N+:19](=[O:20])[O-:21])[cH:2][n:3][cH:4][cH:5]1>>[Cl-:26].[n:1]1([CH2:6][CH2:7][CH2:8][NH:9][c:10]2[cH:11][c:12]([CH3:22])[n:13][c:14]3[n:15]2[n:16][cH:17][c:18]3[N+:19](=[O:20])[O-:21])[cH:2][n+:3]([CH2:25][CH2:24][OH:23])[cH:4][cH:5]1. Reactants: C(C)OC(=O)C1=C(OC=C1)C(F)(F)F (2-trifluoromethyl-furan-3-carboxylic acid ethyl ester), [H-].[Al+3].[Li+].[H-].[H-].[H-] (lithium aluminium hydride). The solvent is O1CCCC1 (tetrahydrofuran). Run at time 18 hour. Yields the product FC(C=1OC=CC1CO)(F)F ((2-trifluoromethyl-furan-3-yl)-methanol). Reaction SMILES: C([O:3][C:4]([C:6]1[CH:10]=[CH:9][O:8][C:7]=1[C:11]([F:14])([F:13])[F:12])=O)C.[H-].[Al+3].[Li+].[H-].[H-].[H-]>O1CCCC1>[F:14][C:11]([F:12])([F:13])[C:7]1[O:8][CH:9]=[CH:10][C:6]=1[CH2:4][OH:3] |f:1.2.3.4.5.6|. Procedure details: A solution of 2-trifluoromethyl-furan-3-carboxylic acid ethyl ester (2.2 g, 10.5 mmoles) in tetrahydrofuran (150 ml) was treated portionwise during 0.5 h with lithium aluminium hydride (0.55 g, 14.5 mmoles) under a nitrogen atmosphere. When the addition was complete the mixture was stirred at room temperature for 18 h, then quenched by the addition of excess acetone (1 ml) and then water (1 ml). After diluting with ethyl acetate (200 ml) the grey precipitate was removed by filtration. The filtra... Reactants: C(=O)(O)CC1=CN=C(N1CC1=C(C=CC=C1)Cl)SCCC (5-carboxymethyl-1-(2-chlorophenyl)methyl-2-propylthio-1H-imidazole), O1CCCC1 (tetrahydrofuran), [H-].C(C(C)C)[Al+]CC(C)C (diisobutyl aluminum hydride). The solvent is C1(=CC=CC=C1)C (toluene). Conditions: temperature -78 celsius, time 1.5 hour. Yields the product ClC1=C(C=CC=C1)CN1C(=NC=C1CO)SCCC (1-(2-chlorophenyl)methyl-5-hydroxymethyl-2-propylthio-1H-imidazole). RXN SMILES: C([CH2:4][C:5]1[N:9]([CH2:10][C:11]2[CH:16]=[CH:15][CH:14]=[CH:13][C:12]=2[Cl:17])[C:8]([S:18][CH2:19][CH2:20][CH3:21])=[N:7][CH:6]=1)(O)=O.[H-].C([Al+]CC(C)C)C(C)C.[O:32]1CCCC1>C1(C)C=CC=CC=1>[Cl:17][C:12]1[CH:13]=[CH:14][CH:15]=[CH:16][C:11]=1[CH2:10][N:9]1[C:5]([CH2:4][OH:32])=[CH:6][N:7]=[C:8]1[S:18][CH2:19][CH2:20][CH3:21] |f:1.2|. Procedure: A solution of 5-carboxymethyl-1-(2-chlorophenyl)methyl-2-propylthio-1H-imidazole (3.74 g, 11.5 mmol) in dry tetrahydrofuran (50 mL) was cooled to -78° C. under argon, and a solution of diisobutyl aluminum hydride in toluene (30 mL of 1M) was added dropwise. The mixture was stirred at -78° C. for 1.5 hours, then allowed to slowly warm to room temperature. The reaction was quenched by pouring onto iced dilute acetic acid, the product was extracted into methylene chloride, and the organic extracts ...